From a dataset of the Open Reaction Database (ORD), a public repository of structured organic reaction records. describe an organic reaction: reactants, conditions, products, and yield Procedure: 29.9 g (1.1 g-atom) of aluminium flakes and 100 mg of mercury(II) chloride are suspended in 300 ml of anhydrous tetrahydrofuran under argon. The mixture is heated to 40° C. and 1-2 ml of 214.0 g (1.77 mol) of allyl bromide in 250 ml of anhydrous tetrahydrofuran are slowly added dropwise. The temperature during this rises to approximately 50° C. The allyl bromide solution is then added dropwise with stirring at such a rate that the temperature of the solution does not exceed 50° C. The solution i... Conditions: temperature 40 celsius. Reaction SMILES: [Al].[CH2:2](Br)[CH:3]=[CH2:4].[CH3:6][O:7][C:8]1[C:13]([CH:14]=[O:15])=[CH:12][CH:11]=[CH:10][N:9]=1.[Cl-].[NH4+]>O1CCCC1.[Hg](Cl)Cl>[OH:15][CH:14]([C:13]1[C:8]([O:7][CH3:6])=[N:9][CH:10]=[CH:11][CH:12]=1)[CH2:4][CH:3]=[CH2:2] |f:3.4|. Run in O1CCCC1 (tetrahydrofuran), O1CCCC1 (tetrahydrofuran), O1CCCC1 (tetrahydrofuran). Product: OC(CC=C)C=1C(=NC=CC1)OC (3-(1-Hydroxy-but-3-en-1-yl)-2-methoxypyridine). Reactants: COC1=NC=CC=C1C=O (2-methoxypyridine-3-carbaldehyde), [Al] (aluminium), [Cl-].[NH4+] (ammonium chloride), C(C=C)Br (allyl bromide), C(C=C)Br (allyl bromide). The reagents and catalysts are [Hg](Cl)Cl (mercury(II) chloride). The yield is 99.3%. Starting materials: CCON, CCN(C(C)C)C(C)C, Cl, Cc1cc(I)ccc1Nc1cnccc1C(=O)O, CN(C)C=O. The product is CCONC(=O)c1ccncc1Nc1ccc(I)cc1C. RXN SMILES: [CH2:29]([CH3:30])[O:31][NH2:32].[CH:19]([N:20]([CH2:21][CH3:22])[CH:23]([CH3:24])[CH3:25])([CH3:26])[CH3:27].[ClH:28].[I:1][c:2]1[cH:3][c:4]([CH3:18])[c:5]([NH:8][c:9]2[c:10]([C:11](=[O:12])[OH:13])[cH:14][cH:15][n:16][cH:17]2)[cH:6][cH:7]1.[O:33]=[CH:34][N:35]([CH3:36])[CH3:37]>>[I:1][c:2]1[cH:3][c:4]([CH3:18])[c:5]([NH:8][c:9]2[c:10]([C:11](=[O:13])[NH:32][O:31][CH2:29][CH3:30])[cH:14][cH:15][n:16][cH:17]2)[cH:6][cH:7]1. The reactants are [BH4-], [Na+], [Na+], O=C(O)C1=CC2=CCCC=C2Sc2c1ccc1c2C(=O)CC1, [OH-], O. The product is O=C(O)C1=CC2=CCCC=C2Sc2c1ccc1c2C(O)CC1. Reaction SMILES: [BH4-:25].[Na+:24].[Na+:26].[O:1]=[C:2]1[CH2:3][CH2:4][c:5]2[cH:6][cH:7][c:8]3[c:14]([c:15]21)[S:13][C:12]1=[CH:16][CH2:17][CH2:18][CH:19]=[C:11]1[CH:10]=[C:9]3[C:20](=[O:21])[OH:22].[OH-:23].[OH2:27]>>[OH:1][CH:2]1[CH2:3][CH2:4][c:5]2[cH:6][cH:7][c:8]3[c:14]([c:15]21)[S:13][C:12]1=[CH:16][CH2:17][CH2:18][CH:19]=[C:11]1[CH:10]=[C:9]3[C:20](=[O:21])[OH:22]. The reactants are NC1C(N(CC(SC1)C1=CC=CC=C1)CC(=O)OC(C)(C)C)=O (t-butyl α-[6-amino-5-oxo-2-phenylperhydro-1,4-thiazepin-4-yl]acetate), BrC(C(=O)OCC)CCC1=CC=CC=C1 (ethyl 2-bromo-4-phenylbutyrate), C(C)(=O)OCC (ethyl acetate). Run in C(Cl)Cl (methylene chloride). Yields the product C(C)OC(=O)C(CCC1=CC=CC=C1)NC1C(N(CC(SC1)C1=CC=CC=C1)CC(=O)OC(C)(C)C)=O (t-butyl α-{6-[1-ethoxycarbonyl-3-phenylpropylamino]-5-oxo-2-phenylperhydro-1,4-thiazepin-4-yl}acetate). Reaction SMILES: [NH2:1][CH:2]1[CH2:8][S:7][CH:6]([C:9]2[CH:14]=[CH:13][CH:12]=[CH:11][CH:10]=2)[CH2:5][N:4]([CH2:15][C:16]([O:18][C:19]([CH3:22])([CH3:21])[CH3:20])=[O:17])[C:3]1=[O:23].Br[CH:25]([CH2:31][CH2:32][C:33]1[CH:38]=[CH:37][CH:36]=[CH:35][CH:34]=1)[C:26]([O:28][CH2:29][CH3:30])=[O:27].C(OCC)(=O)C>C(Cl)Cl>[CH2:29]([O:28][C:26]([CH:25]([NH:1][CH:2]1[CH2:8][S:7][CH:6]([C:9]2[CH:14]=[CH:13][CH:12]=[CH:11][CH:10]=2)[CH2:5][N:4]([CH2:15][C:16]([O:18][C:19]([CH3:20])([CH3:22])[CH3:21])=[O:17])[C:3]1=[O:23])[CH2:31][CH2:32][C:33]1[CH:34]=[CH:35][CH:36]=[CH:37][CH:38]=1)=[O:27])[CH3:30]. Procedure: 0.22 g of the isomer of t-butyl α-[6-amino-5-oxo-2-phenylperhydro-1,4-thiazepin-4-yl]acetate [prepared as described in step (h) above] was subjected to N-alkylation with 0.28 g of ethyl 2-bromo-4-phenylbutyrate in the same manner as described in Example 1(h). The resulting product was subjected to silica gel column chromatography, using a 1:20 by volume mixture of ethyl acetate and methylene chloride as the eluent. From the fraction first eluted was obtained 0.14 g of t-butyl α-{6-[1-ethoxycarbo...